From a dataset of the Open Reaction Database (ORD), a public repository of structured organic reaction records. describe an organic reaction: reactants, conditions, products, and yield The product is C(CCC)C=1N=C(N(C(C1CC1=CC=C(C=C1)C=1C(=CC=CC1)C#N)=O)C1=CC(=CC=C1)C(C)O)C (4′-({4-butyl-1-[3-(1-hydroxyethyl)phenyl]-2-methyl-6-oxo-1,6-dihydropyrimidin-5-yl}methyl)biphenyl-2-carbonitrile). As a reaction SMILES: [C:1]([C:4]1[CH:5]=[C:6]([N:10]2[C:15](=[O:16])[C:14]([CH2:17][C:18]3[CH:23]=[CH:22][C:21]([C:24]4[C:25]([C:30]#[N:31])=[CH:26][CH:27]=[CH:28][CH:29]=4)=[CH:20][CH:19]=3)=[C:13]([CH2:32][CH2:33][CH2:34][CH3:35])[N:12]=[C:11]2[CH3:36])[CH:7]=[CH:8][CH:9]=1)(=[O:3])[CH3:2].C(OCC)(=O)C.O>C(O)C>[CH2:32]([C:13]1[N:12]=[C:11]([CH3:36])[N:10]([C:6]2[CH:7]=[CH:8][CH:9]=[C:4]([CH:1]([OH:3])[CH3:2])[CH:5]=2)[C:15](=[O:16])[C:14]=1[CH2:17][C:18]1[CH:19]=[CH:20][C:21]([C:24]2[C:25]([C:30]#[N:31])=[CH:26][CH:27]=[CH:28][CH:29]=2)=[CH:22][CH:23]=1)[CH2:33][CH2:34][CH3:35]. The solvent is C(C)O (ethanol). Procedure: To a solution of 4′-{[1-(3-acetylphenyl)-4-butyl-2-methyl-6-oxo-1,6-dihydropyrimidin-5-yl]methyl}biphenyl-2-carbonitrile (2.20 g) in ethanol (20 mL) was added sodium tetrahydroboron (0.18 g), and the mixture was stirred for 3 hr. Ethyl acetate and water were added to the reaction mixture, and the mixture was extracted with ethyl acetate. The organic layer was washed with saturated brine and dried over anhydrous magnesium sulfate, and the solvent was evaporated. The residue was purified by silica... The reactants are C(C)(=O)C=1C=C(C=CC1)N1C(=NC(=C(C1=O)CC1=CC=C(C=C1)C=1C(=CC=CC1)C#N)CCCC)C (4′-{[1-(3-acetylphenyl)-4-butyl-2-methyl-6-oxo-1,6-dihydropyrimidin-5-yl]methyl}biphenyl-2-carbonitrile), sodium tetrahydroboron, C(C)(=O)OCC (Ethyl acetate), O (water). Run at time 3 hour. Starting materials: O (Water), C(=O)(OC)NC(OC)=NS(NCC1=CC=CC=C1)(=O)=O (N-carbomethoxy-N'-benzylsulfamoyl-O-methylisourea), [H-].[Na+] (sodium hydride). Run in C1CCOC1 (THF), C1CCOC1 (THF). Product: C(C1=CC=CC=C1)N1S(N=C(NC1=O)OC)(=O)=O (2-Benzyl-5-methoxy-2H-1,2,4,6-thiatriazin-3-one-1,1-dioxide). RXN SMILES: [C:1]([NH:5][C:6](=[N:9][S:10](=[O:20])(=[O:19])[NH:11][CH2:12][C:13]1[CH:18]=[CH:17][CH:16]=[CH:15][CH:14]=1)[O:7][CH3:8])(OC)=[O:2].[H-].[Na+].O>C1COCC1>[CH2:12]([N:11]1[C:1](=[O:2])[NH:5][C:6]([O:7][CH3:8])=[N:9][S:10]1(=[O:20])=[O:19])[C:13]1[CH:18]=[CH:17][CH:16]=[CH:15][CH:14]=1 |f:1.2|. Procedure: A solution of N-carbomethoxy-N'-benzylsulfamoyl-O-methylisourea (215 g) in anhydrous THF (200 ml) is added dropwise to a stirred suspension of sodium hydride (43 g of 60% dispersion) in anhydrous THF (900 ml) and refluxed for 2 hours under nitrogen. Water (800 ml) is added to the cooled reaction mixture and the aqueous mixture washed with ether. The pH of the aqueous layer is adjusted to about 3.2 and the resulting suspension extracted with methylene chloride. The methylene chloride extract is d... Reactants: NC(CC1=NC=C(C=C1)O)C (2-(2-aminopropyl)-5-pyridinol), C([O-])(O)=O.[Na+] (sodium bicarbonate), ClC(=O)OCC1=CC=CC=C1 (benzyl chloroformate). Run in C(Cl)Cl (methylene chloride). Yields the product C(=O)(OCC1=CC=CC=C1)C1=C(C(=NC=C1O)CC(C)N)C(=O)OCC1=CC=CC=C1 (bis-carbobenzyloxy-2-(2-aminopropyl)-5-pyridinol). As a reaction SMILES: [NH2:1][CH:2]([CH3:11])[CH2:3][C:4]1[CH:9]=[CH:8][C:7]([OH:10])=[CH:6][N:5]=1.[C:12](=[O:15])([OH:14])[O-].[Na+].Cl[C:18]([O:20][CH2:21][C:22]1[CH:27]=[CH:26][CH:25]=[CH:24][CH:23]=1)=[O:19]>C(Cl)Cl>[C:12]([C:8]1[C:7]([OH:10])=[CH:6][N:5]=[C:4]([CH2:3][CH:2]([NH2:1])[CH3:11])[C:9]=1[C:18]([O:20][CH2:21][C:22]1[CH:27]=[CH:26][CH:25]=[CH:24][CH:23]=1)=[O:19])([O:14][CH2:21][C:22]1[CH:27]=[CH:26][CH:25]=[CH:24][CH:23]=1)=[O:15] |f:1.2|. Procedure: The starting material is prepared as follows: To the solution of 0.5 g of 2-(2-aminopropyl)-5-pyridinol, 10 ml of methylene chloride and 10 ml of saturated aqueous sodium bicarbonate, 1.04 g of benzyl chloroformate are added while stirring at room temperature. After 12 hours the organic phase is separated, dried, evaporated and the residue crystallized from diethyl ether-hexane, to yield the bis-carbobenzyloxy-2-(2-aminopropyl)-5-pyridinol melting at 63°-65°. The reactants are CC(C)=CC(=O)Cl, Nc1ccc(F)cc1CCN1CCN(c2nsc3ccccc23)CC1. Yields the product CC(C)=CC(=O)Nc1ccc(F)cc1CCN1CCN(c2nsc3ccccc23)CC1. As a reaction SMILES: [CH3:26][C:27](=[CH:28][C:29](=[O:30])[Cl:31])[CH3:32].[s:1]1[n:2][c:3]([N:10]2[CH2:11][CH2:12][N:13]([CH2:16][CH2:17][c:18]3[c:19]([NH2:25])[cH:20][cH:21][c:22]([F:24])[cH:23]3)[CH2:14][CH2:15]2)[c:4]2[c:5]1[cH:6][cH:7][cH:8][cH:9]2>>[s:1]1[n:2][c:3]([N:10]2[CH2:11][CH2:12][N:13]([CH2:16][CH2:17][c:18]3[c:19]([NH:25][C:29]([CH:28]=[C:27]([CH3:26])[CH3:32])=[O:30])[cH:20][cH:21][c:22]([F:24])[cH:23]3)[CH2:14][CH2:15]2)[c:4]2[c:5]1[cH:6][cH:7][cH:8][cH:9]2. Isolated yield 70.0%. Reactants: C(C1=CC=CC=C1)(=O)NC1=CC=C(C=C1)C1=CC=C2CN(C(C2=C1)=O)[C@H](C(=O)OC)C(C)C ((S)-Methyl 2-(6-(4-benzamidophenyl)-1-oxoisoindolin-2-yl)-3-methylbutanoate), NC1=CC=C(C=C1)C1=CC=C2CN(C(C2=C1)=O)[C@H](C(=O)OC)C(C)C ((S)-Methyl 2-(6-(4-aminophenyl)-1-oxoisoindolin-2-yl)-3-methylbutanoate), O(C1=CC=CC=C1)C=1C=C(C(=O)Cl)C=CC1 (3-phenoxy benzoyl chloride). As a reaction SMILES: [C:1]([NH:9][C:10]1[CH:15]=[CH:14][C:13]([C:16]2[CH:24]=[C:23]3[C:19]([CH2:20][N:21]([C@@H:26]([CH:31]([CH3:33])[CH3:32])[C:27]([O:29][CH3:30])=[O:28])[C:22]3=[O:25])=[CH:18][CH:17]=2)=[CH:12][CH:11]=1)(=[O:8])[C:2]1[CH:7]=[CH:6][CH:5]=[CH:4][CH:3]=1.NC1C=CC(C2C=C3C(CN([C@@H](C(C)C)C(OC)=O)C3=O)=CC=2)=CC=1.[O:59](C1C=C(C=CC=1)C(Cl)=O)[C:60]1[CH:65]=[CH:64][CH:63]=[CH:62][CH:61]=1>>[CH3:32][CH:31]([CH3:33])[C@H:26]([N:21]1[CH2:20][C:19]2[C:23](=[CH:24][C:16]([C:13]3[CH:12]=[CH:11][C:10]([NH:9][C:1](=[O:8])[C:2]4[CH:3]=[CH:4][CH:5]=[C:6]([O:59][C:60]5[CH:65]=[CH:64][CH:63]=[CH:62][CH:61]=5)[CH:7]=4)=[CH:15][CH:14]=3)=[CH:17][CH:18]=2)[C:22]1=[O:25])[C:27]([O:29][CH3:30])=[O:28]. Reported procedure: The compound of example 147 was prepared analogous to compound of example 97 by reaction of compound of example 6 with 3-phenoxy benzoyl chloride. The product is CC([C@@H](C(=O)OC)N1C(C2=CC(=CC=C2C1)C1=CC=C(C=C1)NC(C1=CC(=CC=C1)OC1=CC=CC=C1)=O)=O)C ((S)-Methyl 3-methyl-2-(1-oxo-6-(4-(3-phenoxybenzamido)phenyl)isoindolin-2-yl)butanoate).